From a dataset of the Open Reaction Database (ORD), a public repository of structured organic reaction records. describe an organic reaction: reactants, conditions, products, and yield Starting materials: ClC=1C(=C(C2=C(C(CO2)=O)C1)CN1CCN(CC1)C(=O)OC(C)(C)C)O (tert-butyl 4-[(5-chloro-6-hydroxy-3-oxo-2,3-dihydrobenzofuran-7-yl)methyl]piperazine-1-carboxylate), N1C=C(C2=CC=CC=C12)C=O (1H-indole-3-carboxaldehyde). Reagents/catalysts: N1CCCCC1 (piperidine). Run in CO (methanol). Reaction conditions: temperature 40 celsius, time 2 hour. Product: N1C=C(C2=CC=CC=C12)\C=C\1/OC2=C(C1=O)C=C(C(=C2CN2CCN(CC2)C(=O)OC(C)(C)C)O)Cl (tert-butyl (Z)-4-({2-[(1H-indol-3-yl)methylene]-5-chloro-6-hydroxy-3-oxo-2,3-dihydrobenzofuran-7-yl}methyl)piperazine-1-carboxylate). The yield is 84.8%. As a reaction SMILES: [Cl:1][C:2]1[C:3]([OH:26])=[C:4]([CH2:12][N:13]2[CH2:18][CH2:17][N:16]([C:19]([O:21][C:22]([CH3:25])([CH3:24])[CH3:23])=[O:20])[CH2:15][CH2:14]2)[C:5]2[O:9][CH2:8][C:7](=[O:10])[C:6]=2[CH:11]=1.[NH:27]1[C:35]2[C:30](=[CH:31][CH:32]=[CH:33][CH:34]=2)[C:29]([CH:36]=O)=[CH:28]1>CO.N1CCCCC1>[NH:27]1[C:35]2[C:30](=[CH:31][CH:32]=[CH:33][CH:34]=2)[C:29](/[CH:36]=[C:8]2\[O:9][C:5]3[C:4]([CH2:12][N:13]4[CH2:18][CH2:17][N:16]([C:19]([O:21][C:22]([CH3:23])([CH3:25])[CH3:24])=[O:20])[CH2:15][CH2:14]4)=[C:3]([OH:26])[C:2]([Cl:1])=[CH:11][C:6]=3[C:7]\2=[O:10])=[CH:28]1. Reported procedure: A solution of tert-butyl 4-[(5-chloro-6-hydroxy-3-oxo-2,3-dihydrobenzofuran-7-yl)methyl]piperazine-1-carboxylate (0.014 g, 0.037 mmol) in methanol (2.0 mL) was added with 1H-indole-3-carboxaldehyde (0.013 g, 0.090 mmol). Then, the mixture was added with 5 drops of piperidine, and then the mixture was stirred at 40° C. for 2 hours. The reaction mixture was cooled to room temperature, and then the solid was collected by filtration, and washed with methanol to obtain tert-butyl (Z)-4-({2-[(1H-indol... Reactants: N1=CC=C(C=C1)C (γ-picoline), C(CCCCCCCCCCCCCCCCCCCCC)Br (docosyl bromide). Product: C(CCCCCCCCCCCCCCCCCCCCC)Br.[NH+]1=CC=C(C=C1)C (γ-picolinium docosyl bromide). Reaction SMILES: [N:1]1[CH:6]=[CH:5][C:4]([CH3:7])=[CH:3][CH:2]=1.[CH2:8]([Br:30])[CH2:9][CH2:10][CH2:11][CH2:12][CH2:13][CH2:14][CH2:15][CH2:16][CH2:17][CH2:18][CH2:19][CH2:20][CH2:21][CH2:22][CH2:23][CH2:24][CH2:25][CH2:26][CH2:27][CH2:28][CH3:29]>>[CH2:8]([Br:30])[CH2:9][CH2:10][CH2:11][CH2:12][CH2:13][CH2:14][CH2:15][CH2:16][CH2:17][CH2:18][CH2:19][CH2:20][CH2:21][CH2:22][CH2:23][CH2:24][CH2:25][CH2:26][CH2:27][CH2:28][CH3:29].[NH+:1]1[CH:6]=[CH:5][C:4]([CH3:7])=[CH:3][CH:2]=1 |f:2.3|. Reported procedure: Referring to FIG. 1, γ-picoline (VI) has quaternised with docosyl bromide (n-C22H45Br) at 125° C. to produce γ-picolinium docosyl bromide (VII). This compound was then condensed with N,N-dimethyl-p-amino-benzaldehyde in refluxing methanol in the presence of piperidine for 16 hours. This reaction produced the intermediate alcohol IX presumably via an intermediate VIII. The intermediate alcohol IX eliminated water to give the stilbazolium dye X, which crystallised out on cooling the reaction mixtu...